Dataset: the Open Reaction Database (ORD), a public repository of structured organic reaction records. Task: describe an organic reaction: reactants, conditions, products, and yield Starting materials: [OH-].[Na+] (NaOH), [Na+].[Cl-] (NaCl), C(C=C)Cl (allylchloride), OCC(C)C=1OCCN1 (2-(3-hydroxy-2-propyl)-2-oxazoline), [N+](C(C)(C)C)(C(C)(C)C)(C(C)(C)C)C(C)(C)C.[O-]S(=O)(=O)O ((t-Bu)4NHSO4), [OH-].[Na+] (NaOH). Run in O (H2O), O1CCCC1 (tetrahydrofuran), CCCCCCC (heptane). Reaction conditions: time 3.5 hour. Product: C(C=C)OCC(C)C=1OCCN1 (2-(2-Allyloxy-1-Methylethyl)-2-Oxazoline). The yield is 99.0%. As a reaction SMILES: [CH2:1](Cl)[CH:2]=[CH2:3].[OH:5][CH2:6][CH:7]([C:9]1[O:10][CH2:11][CH2:12][N:13]=1)[CH3:8].[N+](C(C)(C)C)(C(C)(C)C)(C(C)(C)C)C(C)(C)C.[O-]S(O)(=O)=O.[OH-].[Na+].[Na+].[Cl-]>O1CCCC1.O.CCCCCCC>[CH2:1]([O:5][CH2:6][CH:7]([C:9]1[O:10][CH2:11][CH2:12][N:13]=1)[CH3:8])[CH:2]=[CH2:3] |f:2.3,4.5,6.7|. Procedure details: In a three-neck round bottom flask, 24 g allylchloride (0.31 mole), 60 g 2-(3-hydroxy-2-propyl)-2-oxazoline (0.47 mole), 10 g of heptane, and 3.7 g (t-Bu)4NHSO4 phase transfer catalyst in 150 g tetrahydrofuran (THF) are added as the organic phase. The aqueous phase is 93 g NaOH solution prepared by dissolving 50 wt % NaOH into H2O saturated with NaCl. The solution is agitated vigorously by a mechanical stirrer. Reaction is conducted at 40° C. for 3.5 hours. Conversion is over 90% according to GC... The reactants are c1ccc(C2CO2)cc1, CC#N, [O-][Cl+3]([O-])([O-])[O-], [Li+], COCCCNc1nc(C(C)(C)C)ncc1C(=O)N(CC(C)C)C1CC(N)CN(C(=O)OCc2ccccc2)C1. Yields the product COCCCNc1nc(C(C)(C)C)ncc1C(=O)N(CC(C)C)C1CC(NCC(O)c2ccccc2)CN(C(=O)OCc2ccccc2)C1. RXN SMILES: [CH2:41]1[O:42][CH:43]1[c:44]1[cH:45][cH:46][cH:47][cH:48][cH:49]1.[CH3:56][C:57]#[N:58].[Cl+3:50]([O-:51])([O-:52])([O-:53])[O-:54].[Li+:55].[NH2:1][CH:2]1[CH2:3][N:4]([C:31](=[O:32])[O:33][CH2:34][c:35]2[cH:36][cH:37][cH:38][cH:39][cH:40]2)[CH2:5][CH:6]([N:8]([CH2:9][CH:10]([CH3:11])[CH3:12])[C:13](=[O:14])[c:15]2[c:16]([NH:25][CH2:26][CH2:27][CH2:28][O:29][CH3:30])[n:17][c:18]([C:21]([CH3:22])([CH3:23])[CH3:24])[n:19][cH:20]2)[CH2:7]1>>[NH:1]([CH:2]1[CH2:3][N:4]([C:31](=[O:32])[O:33][CH2:34][c:35]2[cH:36][cH:37][cH:38][cH:39][cH:40]2)[CH2:5][CH:6]([N:8]([CH2:9][CH:10]([CH3:11])[CH3:12])[C:13](=[O:14])[c:15]2[c:16]([NH:25][CH2:26][CH2:27][CH2:28][O:29][CH3:30])[n:17][c:18]([C:21]([CH3:22])([CH3:23])[CH3:24])[n:19][cH:20]2)[CH2:7]1)[CH2:41][CH:43]([OH:42])[c:44]1[cH:45][cH:46][cH:47][cH:48][cH:49]1. The reactants are CS(=O)(=O)Cl (methanesulfonyl chloride), CS(=O)(=O)Cl (methanesulfonyl chloride), NC1=CC(=C(CN2C(=NC=3C2=NC(=CC3)C(=O)OC)C)C=C1)Cl (Methyl 3-(4-amino-2-chlorobenzyl)-2-methyl-3H-imidazo[4,5-b]pyridine-5-carboxylate). Solvent: N1=CC=CC=C1 (pyridine), N1=CC=CC=C1 (pyridine), N1=CC=CC=C1 (pyridine). Reaction conditions: time 8 hour. The product is ClC1=C(CN2C(=NC=3C2=NC(=CC3)C(=O)OC)C)C=CC(=C1)NS(=O)(=O)C (Methyl 3-(2-chloro-4-(methanesulfonylamino)benzyl)-2-methyl-3H-imidazo[4,5-b]pyridine-5-carboxylate). The yield is 54.5%. Reaction SMILES: [NH2:1][C:2]1[CH:22]=[CH:21][C:5]([CH2:6][N:7]2[C:11]3=[N:12][C:13]([C:16]([O:18][CH3:19])=[O:17])=[CH:14][CH:15]=[C:10]3[N:9]=[C:8]2[CH3:20])=[C:4]([Cl:23])[CH:3]=1.[CH3:24][S:25](Cl)(=[O:27])=[O:26]>N1C=CC=CC=1>[Cl:23][C:4]1[CH:3]=[C:2]([NH:1][S:25]([CH3:24])(=[O:27])=[O:26])[CH:22]=[CH:21][C:5]=1[CH2:6][N:7]1[C:11]2=[N:12][C:13]([C:16]([O:18][CH3:19])=[O:17])=[CH:14][CH:15]=[C:10]2[N:9]=[C:8]1[CH3:20]. Procedure: Methyl 3-(4-amino-2-chlorobenzyl)-2-methyl-3H-imidazo[4,5-b]pyridine-5-carboxylate (150 mg) was dissolved in pyridine (1.5 ml), and a solution of methanesulfonyl chloride (114 mg) in pyridine (0.5 ml) was added at room temperature. The mixture was refluxed under heating for 1 hr. Thereto was added a solution of methanesulfonyl chloride (114 mg) in pyridine (0.5 ml) at room temperature, and the mixture was left standing overnight at room temperature. The reaction mixture was concentrated under re... Reactants: Clc1cccc2c1CCc1ccccc1C2=CBr, CS(=O)(=O)Nc1ccc(B(O)O)cc1. Yields the product CS(=O)(=O)Nc1ccc(C=C2c3ccccc3CCc3c(Cl)cccc32)cc1. As a reaction SMILES: [Br:1][CH:2]=[C:3]1[c:4]2[c:5]([cH:15][cH:16][cH:17][cH:18]2)[CH2:6][CH2:7][c:8]2[c:9]1[cH:10][cH:11][cH:12][c:13]2[Cl:14].[CH3:19][S:20](=[O:21])(=[O:22])[NH:23][c:24]1[cH:25][cH:26][c:27]([B:30]([OH:31])[OH:32])[cH:28][cH:29]1>>[CH:2](=[C:3]1[c:4]2[c:5]([cH:15][cH:16][cH:17][cH:18]2)[CH2:6][CH2:7][c:8]2[c:9]1[cH:10][cH:11][cH:12][c:13]2[Cl:14])[c:27]1[cH:26][cH:25][c:24]([NH:23][S:20]([CH3:19])(=[O:21])=[O:22])[cH:29][cH:28]1.